This data is from the Open Reaction Database (ORD), a public repository of structured organic reaction records. The task is: describe an organic reaction: reactants, conditions, products, and yield Reactants: CC1=NN2C(N=C(C(=C2)C2=CC=CC=C2)C2=CC=C(C=O)C=C2)=N1 (4-(2-methyl-6-phenyl[1,2,4]triazolo[1,5-a]pyrimidin-5-yl)benzaldehyde), Cl.N1CCC(CC1)C1=NC2=C(C=NC=C2)N1 (2-piperidine-4-yl-3H-imidazo[4,5-c]pyridine hydrochloride salt), [BH-](OC(=O)C)(OC(=O)C)OC(=O)C.[Na+] (NaBH(OAc)3). Product: N1=C(NC=2C=NC=CC21)C2CCN(CC2)CC2=CC=C(C=C2)C2=NC=1N(C=C2C2=CC=CC=C2)N=C(N1)C (5-{4-[4-(3H-imidazo[4,5-c]pyridin-2-yl)-piperidin-1-ylmethyl]-phenyl}-2-methyl-6-phenyl-[1,2,4]triazolo[1,5-a]pyrimidine). The yield is 33.7%. Reaction SMILES: [CH3:1][C:2]1[N:24]=[C:5]2[N:6]=[C:7]([C:16]3[CH:23]=[CH:22][C:19]([CH:20]=O)=[CH:18][CH:17]=3)[C:8]([C:10]3[CH:15]=[CH:14][CH:13]=[CH:12][CH:11]=3)=[CH:9][N:4]2[N:3]=1.Cl.[NH:26]1[CH2:31][CH2:30][CH:29]([C:32]2[NH:40][C:35]3[CH:36]=[N:37][CH:38]=[CH:39][C:34]=3[N:33]=2)[CH2:28][CH2:27]1.[BH-](OC(C)=O)(OC(C)=O)OC(C)=O.[Na+]>>[N:33]1[C:34]2[CH:39]=[CH:38][N:37]=[CH:36][C:35]=2[NH:40][C:32]=1[CH:29]1[CH2:30][CH2:31][N:26]([CH2:20][C:19]2[CH:22]=[CH:23][C:16]([C:7]3[C:8]([C:10]4[CH:15]=[CH:14][CH:13]=[CH:12][CH:11]=4)=[CH:9][N:4]4[N:3]=[C:2]([CH3:1])[N:24]=[C:5]4[N:6]=3)=[CH:17][CH:18]=2)[CH2:27][CH2:28]1 |f:1.2,3.4|. Procedure: 200 mg (0.64 mmol) 4-(2-methyl-6-phenyl[1,2,4]triazolo[1,5-a]pyrimidin-5-yl)benzaldehyde and 181 mg (0.76 mmol) 2-piperidine-4-yl-3H-imidazo[4,5-c]pyridine hydrochloride salt were treated as described in example 2.0. Additional NaBH(OAc)3 has been added after one, two, three, four and a half, five and a half, and seven and a half hours (two equivalents each). The solvents were evaporated and the usual workup and purification yields 108 mg of the desired compound.